From a dataset of the Open Reaction Database (ORD), a public repository of structured organic reaction records. describe an organic reaction: reactants, conditions, products, and yield The reactants are CC(C)(C)[Si](Cl)(c1ccccc1)c1ccccc1, O=C([O-])O, CC(C)N(C(=O)OCc1ccccc1)C1CCC(CCO)N(C(=O)OC(C)(C)C)C1, ClCCl, [Na+], c1c[nH]cn1. Yields the product CC(C)N(C(=O)OCc1ccccc1)C1CCC(CCO[Si](c2ccccc2)(c2ccccc2)C(C)(C)C)N(C(=O)OC(C)(C)C)C1. Reaction SMILES: [C:31]([CH3:32])([CH3:33])([CH3:34])[Si:35]([Cl:36])([c:37]1[cH:38][cH:39][cH:40][cH:41][cH:42]1)[c:43]1[cH:44][cH:45][cH:46][cH:47][cH:48]1.[C:54](=[O:55])([O-:56])[OH:57].[CH2:1]([c:2]1[cH:3][cH:4][cH:5][cH:6][cH:7]1)[O:8][C:9](=[O:10])[N:11]([CH:12]1[CH2:13][CH2:14][CH:15]([CH2:25][CH2:26][OH:27])[N:16]([C:18](=[O:19])[O:20][C:21]([CH3:22])([CH3:23])[CH3:24])[CH2:17]1)[CH:28]([CH3:29])[CH3:30].[CH2:59]([Cl:60])[Cl:61].[Na+:58].[nH:49]1[cH:50][cH:51][n:52][cH:53]1>>[CH2:1]([c:2]1[cH:3][cH:4][cH:5][cH:6][cH:7]1)[O:8][C:9](=[O:10])[N:11]([CH:12]1[CH2:13][CH2:14][CH:15]([CH2:25][CH2:26][O:27][Si:35]([C:31]([CH3:32])([CH3:33])[CH3:34])([c:37]2[cH:38][cH:39][cH:40][cH:41][cH:42]2)[c:43]2[cH:44][cH:45][cH:46][cH:47][cH:48]2)[N:16]([C:18](=[O:19])[O:20][C:21]([CH3:22])([CH3:23])[CH3:24])[CH2:17]1)[CH:28]([CH3:29])[CH3:30]. Reactants: CCCCCCCCCCCCOS(=O)(=O)c1ccccc1, CCOC(=O)C1C(C=C(Cl)Cl)C1(C)C, CCCCCC, Cl, [Na+], [Na], [OH-], O. Yields the product CC1(C)C(C=C(Cl)Cl)C1C(=O)O. Reaction SMILES: [CH2:17]([O:18][S:19]([c:20]1[cH:21][cH:22][cH:23][cH:24][cH:25]1)(=[O:26])=[O:27])[CH2:28][CH2:29][CH2:30][CH2:31][CH2:32][CH2:33][CH2:34][CH2:35][CH2:36][CH2:37][CH3:38].[CH2:1]([CH3:2])[O:3][C:4](=[O:5])[CH:6]1[C:7]([CH3:13])([CH3:14])[CH:8]1[CH:9]=[C:10]([Cl:11])[Cl:12].[CH3:41][CH2:42][CH2:43][CH2:44][CH2:45][CH3:46].[ClH:40].[Na+:16].[Na:39].[OH-:15].[OH2:47]>>[O:3]=[C:4]([OH:5])[CH:6]1[C:7]([CH3:13])([CH3:14])[CH:8]1[CH:9]=[C:10]([Cl:11])[Cl:12]. The reactants are C[O-], CO, Cc1n[nH]c(=O)c(-c2c(F)cc(F)cc2F)c1-c1ccc(Cl)cc1, [Na+], O. Yields the product COc1cc(F)c(-c2c(-c3ccc(Cl)cc3)c(C)n[nH]c2=O)c(F)c1. RXN SMILES: [CH3:25][O-:26].[CH3:28][OH:29].[Cl:1][c:2]1[cH:3][cH:4][c:5](-[c:8]2[c:9](-[c:16]3[c:17]([F:24])[cH:18][c:19]([F:23])[cH:20][c:21]3[F:22])[c:10](=[O:15])[nH:11][n:12][c:13]2[CH3:14])[cH:6][cH:7]1.[Na+:27].[OH2:30]>>[Cl:1][c:2]1[cH:3][cH:4][c:5](-[c:8]2[c:9](-[c:16]3[c:17]([F:24])[cH:18][c:19]([O:26][CH3:25])[cH:20][c:21]3[F:22])[c:10](=[O:15])[nH:11][n:12][c:13]2[CH3:14])[cH:6][cH:7]1. Reaction SMILES: [F:1][C:2]1[CH:7]=[CH:6][C:5]([C:8]2[O:9][CH:10]=[C:11]([C:13]3[CH:14]=[C:15]([O:20][CH3:21])[C:16]([NH2:19])=[N:17][CH:18]=3)[N:12]=2)=[CH:4][CH:3]=1.[Br:22]Br>C(Cl)(Cl)Cl>[Br:22][C:10]1[O:9][C:8]([C:5]2[CH:4]=[CH:3][C:2]([F:1])=[CH:7][CH:6]=2)=[N:12][C:11]=1[C:13]1[CH:14]=[C:15]([O:20][CH3:21])[C:16]([NH2:19])=[N:17][CH:18]=1. Yield: 74.1%. The reactants are FC1=CC=C(C=C1)C=1OC=C(N1)C=1C=C(C(=NC1)N)OC (5-(2-(4-fluorophenyl)oxazol-4-yl)-3-methoxypyridin-2-amine), BrBr (bromine). The product is BrC1=C(N=C(O1)C1=CC=C(C=C1)F)C=1C=C(C(=NC1)N)OC (5-(5-bromo-2-(4-fluorophenyl)oxazol-4-yl)-3-methoxypyridin-2-amine). Solvent: C(Cl)(Cl)Cl (chloroform), C(Cl)(Cl)Cl (CHCl3). Procedure: To a solution of 5-(2-(4-fluorophenyl)oxazol-4-yl)-3-methoxypyridin-2-amine (145 mg, 0.5 mmol) in chloroform (20 mL) at 0° C. was added a pre-cooled solution of bromine (40 μL, 0.7 mmol) in CHCl3 (5 mL). The reaction mixture was stirred for <5 min, concentrated in vacuo, and the resulting residue was azeotroped with CHCl3 (2×). Purification by flash chromatography (SiO2, 100:0-95:5 DCM-MeOH) provided 135 mg of 5-(5-bromo-2-(4-fluorophenyl)oxazol-4-yl)-3-methoxypyridin-2-amine as a yellow solid: ... Starting materials: CCO, CCc1cc(Oc2ccc(C3OC(=O)NC3Cc3cccc(OC(F)(F)C(F)F)c3)cc2)ccc1Cl, [Na+], [OH-]. Product: CCc1cc(Oc2ccc(C(O)C(N)Cc3cccc(OC(F)(F)C(F)F)c3)cc2)ccc1Cl. RXN SMILES: [CH3:39][CH2:40][OH:41].[Cl:1][c:2]1[c:3]([CH2:35][CH3:36])[cH:4][c:5]([O:8][c:9]2[cH:10][cH:11][c:12]([CH:15]3[CH:16]([CH2:21][c:22]4[cH:23][c:24]([O:28][C:29]([CH:30]([F:31])[F:32])([F:33])[F:34])[cH:25][cH:26][cH:27]4)[NH:17][C:18](=[O:20])[O:19]3)[cH:13][cH:14]2)[cH:6][cH:7]1.[Na+:38].[OH-:37]>>[Cl:1][c:2]1[c:3]([CH2:35][CH3:36])[cH:4][c:5]([O:8][c:9]2[cH:10][cH:11][c:12]([CH:15]([CH:16]([NH2:17])[CH2:21][c:22]3[cH:23][c:24]([O:28][C:29]([CH:30]([F:31])[F:32])([F:33])[F:34])[cH:25][cH:26][cH:27]3)[OH:19])[cH:13][cH:14]2)[cH:6][cH:7]1.